This data is from the Open Reaction Database (ORD), a public repository of structured organic reaction records. The task is: describe an organic reaction: reactants, conditions, products, and yield The reactants are OO (Hydrogen peroxide), C(C1=CC=CC=C1)[C@@H]1N(C(OC1)=O)C([C@H](CC1=CC=CC=C1)CO)=O ((S)-4-Benzyl-3-((R)-2-hydroxymethyl-3-phenylpropionyl)-oxazolidin-2-one), S(=O)([O-])[O-].[Na+].[Na+] (sodium sulfite), O.[OH-].[Li+] (lithium hydroxide monohydrate). Solvent: O (water), C1CCOC1 (THF), O (water). Run at time 2.5 hour. Product: OC[C@H](C(=O)O)CC1=CC=CC=C1 ((R)-2-Hydroxymethyl-3-phenylpropionic acid). RXN SMILES: OO.C([C@H]1COC(=O)N1[C:16](=[O:27])[C@@H:17]([CH2:25][OH:26])[CH2:18][C:19]1[CH:24]=[CH:23][CH:22]=[CH:21][CH:20]=1)C1C=CC=CC=1.O.[OH-].[Li+].S([O-])([O-])=[O:32].[Na+].[Na+]>O.C1COCC1>[OH:26][CH2:25][C@@H:17]([CH2:18][C:19]1[CH:20]=[CH:21][CH:22]=[CH:23][CH:24]=1)[C:16]([OH:27])=[O:32] |f:2.3.4,5.6.7|. Procedure details: 9 M of Hydrogen peroxide in water (50 mL) was added to a solution of intermediate (7c) (14.8 g, 43.6 mmol) in THF (100 mL) at 0° C. followed by the addition of aqueous 1.5 M lithium hydroxide monohydrate (58 mL). After 2.5 hours at room temperature, sodium sulfite (10 g) in water (100 mL) was added and the mixture was stirred for 30 minutes. The mixture was extracted with water (300 mL) and chloroform (2×150 mL). The aqueous layer was acidified to pH2 with aqueous 6M HCl and extracted with EtOAc... Starting materials: BrC=1C=C2C(=C(C=NC2=CC1F)C(=O)C1CC1)Cl ((6-bromo-4-chloro-7-fluoroquinolin-3-yl)(cyclopropyl)methanone), N[C@@H]1CC[C@H](CC1)NC(OC(C)(C)C)=O (tert-butyl trans-4-aminocyclohexylcarbamate). Product: BrC=1C=C2C(=C(C=NC2=CC1F)C(=O)C1CC1)N[C@@H]1CC[C@H](CC1)NC(OC(C)(C)C)=O (tert-Butyl trans-4-{6-bromo-3-(cyclopropanecarbonyl)-7-fluoroquinolin-4-ylamino}cyclohexylcarbamate). The yield is 74.5%. RXN SMILES: [Br:1][C:2]1[CH:3]=[C:4]2[C:9](=[CH:10][C:11]=1[F:12])[N:8]=[CH:7][C:6]([C:13]([CH:15]1[CH2:17][CH2:16]1)=[O:14])=[C:5]2Cl.[NH2:19][C@H:20]1[CH2:25][CH2:24][C@H:23]([NH:26][C:27](=[O:33])[O:28][C:29]([CH3:32])([CH3:31])[CH3:30])[CH2:22][CH2:21]1>>[Br:1][C:2]1[CH:3]=[C:4]2[C:9](=[CH:10][C:11]=1[F:12])[N:8]=[CH:7][C:6]([C:13]([CH:15]1[CH2:17][CH2:16]1)=[O:14])=[C:5]2[NH:19][C@H:20]1[CH2:25][CH2:24][C@H:23]([NH:26][C:27](=[O:33])[O:28][C:29]([CH3:31])([CH3:30])[CH3:32])[CH2:22][CH2:21]1. Procedure details: Following general procedure B, (6-bromo-4-chloro-7-fluoroquinolin-3-yl)(cyclopropyl)methanone (350 mg, 1.06 mmol) was reacted with tert-butyl trans-4-aminocyclohexylcarbamate (270 mg, 1.27 mmol) to afford the desired product (400 mg, 75%) as a light yellow solid: 1H NMR (300 MHz, CDCl3) δ 10.67 (d, J=8.3 Hz, 1H), 9.22 (s, 1H), 8.32 (d, J=7.3 Hz, 1H), 7.62 (d, J=9.5 Hz, 1H), 4.42 (s, 1H), 3.91 (d, J=8.1 Hz, 1H), 3.52 (s, 1H), 2.75-2.56 (m, 1H), 2.18 (t, J=13.4 Hz, 4H), 1.72-1.62 (m, 1H), 1.59-1.5... Starting materials: NC=1C=C(C=CC1)CC(=O)OC (methyl 3-aminophenyl-acetate), C[S-].[K+] (potassium methanethiolate). Yields the product CSC=1C=C(C=CC1)CC(=O)O (3-methylthiophenylacetic acid). Yield: 17.2%. RXN SMILES: N[C:2]1[CH:3]=[C:4]([CH2:8][C:9]([O:11]C)=[O:10])[CH:5]=[CH:6][CH:7]=1.[CH3:13][S-:14].[K+]>>[CH3:13][S:14][C:2]1[CH:3]=[C:4]([CH2:8][C:9]([OH:11])=[O:10])[CH:5]=[CH:6][CH:7]=1 |f:1.2|. Reported procedure: Prepared in an essentially similar fashion from methyl 3-aminophenyl-acetate (111 g, 0.67 mole) and potassium methanethiolate (2.68 mole) to give 3-methylthiophenylacetic acid (21.0 g). Mp=76-77° C., 1H NMR (DMSO-d6, 200 MHz) δ: 2.44 (s, 3H, SCH3), 3.53 (s, 2H, ArCH2), 7.02-7.28 (m, 4H, Ar), 12.30 (br s, 1H, CO2H). Mass spectrum (CI—CH4): 183 (M+1, 100%). (Lit. ref.: Plant Physiol 42(11) 2596-1600 (1967). The reactants are COc1cnc(Br)c2[nH]cc(C(=O)C(=O)N3CCN(c4nnnn4-c4ccccn4)CC3)c12, O=C([O-])[O-], CO, ClCCl, [Cs+], [Cs+], C1COCCO1, O, OB(O)c1cncnc1. Product: COc1cnc(-c2cncnc2)c2[nH]cc(C(=O)C(=O)N3CCN(c4nnnn4-c4ccccn4)CC3)c12. As a reaction SMILES: [Br:1][c:2]1[n:3][cH:4][c:5]([O:32][CH3:33])[c:6]2[c:7]1[nH:8][cH:9][c:10]2[C:11]([C:12](=[O:13])[N:14]1[CH2:15][CH2:16][N:17]([c:20]2[n:21][n:22][n:23][n:24]2-[c:25]2[n:26][cH:27][cH:28][cH:29][cH:30]2)[CH2:18][CH2:19]1)=[O:31].[C:46](=[O:47])([O-:48])[O-:49].[CH3:59][OH:60].[Cl:43][CH2:44][Cl:45].[Cs+:50].[Cs+:51].[O:52]1[CH2:53][CH2:54][O:55][CH2:56][CH2:57]1.[OH2:58].[n:34]1[cH:35][n:36][cH:37][c:38]([B:40]([OH:41])[OH:42])[cH:39]1>>[c:2]1(-[c:38]2[cH:37][n:36][cH:35][n:34][cH:39]2)[n:3][cH:4][c:5]([O:32][CH3:33])[c:6]2[c:7]1[nH:8][cH:9][c:10]2[C:11]([C:12](=[O:13])[N:14]1[CH2:15][CH2:16][N:17]([c:20]2[n:21][n:22][n:23][n:24]2-[c:25]2[n:26][cH:27][cH:28][cH:29][cH:30]2)[CH2:18][CH2:19]1)=[O:31].